Dataset: the Open Reaction Database (ORD), a public repository of structured organic reaction records. Task: describe an organic reaction: reactants, conditions, products, and yield Reactants: N (ammonia), OC=1C=C2C=CC(=CC2=CC1)C(=O)O (6-hydroxy-naphthalene-2-carboxylic acid), [Cl-].[NH4+] (ammonium chloride), [Na] (Sodium). Run in C(C)O (ethanol). Reaction conditions: time 20 minute. The product is OC=1C=C2CCC(CC2=CC1)C(=O)O (6-Hydroxy-1,2,3,4-tetrahydro-naphthalene-2-carboxylic Acid). The yield is 73.0%. RXN SMILES: N.[OH:2][C:3]1[CH:4]=[C:5]2[C:10](=[CH:11][CH:12]=1)[CH:9]=[C:8]([C:13]([OH:15])=[O:14])[CH:7]=[CH:6]2.[Na].[Cl-].[NH4+]>C(O)C>[OH:2][C:3]1[CH:4]=[C:5]2[C:10](=[CH:11][CH:12]=1)[CH2:9][CH:8]([C:13]([OH:15])=[O:14])[CH2:7][CH2:6]2 |f:3.4,^1:15|. Reported procedure: Liquid ammonia (7 equi.) is condensed into a solution of 6-hydroxy-naphthalene-2-carboxylic acid (15) (1 equi) in ethanol (1.2 mL/mmole) at −78 C. Sodium (4.3 equi.) was added in 4 portions to the reaction mixture. Each portion gave blue color, but it disappeared quickly. The reaction mixture was stirred for 20 min, ammonium chloride (4.3 equi.) was added, it was stirred for another 1 h and anmmonia was distilled off by warming reaction pot to room temperature. The reaction mixture was quenched ... Starting materials: CN1C(=NC(=O)C(=N1)O)SCC2=C(N3[C@@H]([C@@H](C3=O)NC(=O)/C(=N\OC)/C4=CSC(=N4)N)SC2)C(=O)O (ceftriaxone), N[C@@H](CCCNC(N)=N)C(=O)O (arginine), Cl (HCl), N[C@@H](CCCNC(N)=N)C(=O)O (arginine), N[C@@H](CCCNC(N)=N)C(=O)O (arginine), CN1C(=NC(=O)C(=N1)O)SCC2=C(N3[C@@H]([C@@H](C3=O)NC(=O)/C(=N\OC)/C4=CSC(=N4)N)SC2)C(=O)O (ceftriaxone). Run in O (water), O (water). The product is CN1C(=NC(=O)C(=N1)O)SCC2=C(N3[C@@H]([C@@H](C3=O)NC(=O)/C(=N\OC)/C4=CSC(=N4)N)SC2)C(=O)O.N[C@@H](CCCNC(N)=N)C(=O)O (ceftriaxone arginine). Reaction SMILES: [NH2:1][C@H:2]([C:10]([OH:12])=[O:11])[CH2:3][CH2:4][CH2:5][NH:6][C:7](=[NH:9])[NH2:8].[CH3:13][N:14]1[N:20]=[C:19]([OH:21])[C:17](=[O:18])[N:16]=[C:15]1[S:22][CH2:23][C:24]1[CH2:45][S:44][C@@H:27]2[C@H:28]([NH:31][C:32](/[C:34](/[C:38]3[N:42]=[C:41]([NH2:43])[S:40][CH:39]=3)=[N:35]\[O:36][CH3:37])=[O:33])[C:29](=[O:30])[N:26]2[C:25]=1[C:46]([OH:48])=[O:47].Cl>O>[CH3:13][N:14]1[N:20]=[C:19]([OH:21])[C:17](=[O:18])[N:16]=[C:15]1[S:22][CH2:23][C:24]1[CH2:45][S:44][C@@H:27]2[C@H:28]([NH:31][C:32](/[C:34](/[C:38]3[N:42]=[C:41]([NH2:43])[S:40][CH:39]=3)=[N:35]\[O:36][CH3:37])=[O:33])[C:29](=[O:30])[N:26]2[C:25]=1[C:46]([OH:48])=[O:47].[NH2:1][C@H:2]([C:10]([OH:12])=[O:11])[CH2:3][CH2:4][CH2:5][NH:6][C:7](=[NH:8])[NH2:9] |f:4.5|. Reported procedure: About 582 mg (3.34 mole) of arginine was dissolved in 50 ml of distilled water. Additionally, about 1.0 grams (1.67 mole) of ceftriaxone was dissolved in 50 ml of a separate volume of distilled water. The solution containing arginine was adjusted with 1N-HCl until the pH reached 6.0. The ceftriaxone solution was then added to the arginine solution and mixed by a magnetic stirrer at room temperature for 1 hour forming a ceftriaxone-arginine solution. To the ceftriaxone-arginine solution was added... Reactants: CO, Cc1cccc(C2CC2)c1O, Cl, [K+], [OH-], Oc1cc(Cl)nnc1Cl, O=S1(=O)CCCC1. Yields the product Cc1cccc(C2CC2)c1Oc1nnc(Cl)cc1O. As a reaction SMILES: [CH3:31][OH:32].[CH:10]1([c:13]2[c:14]([OH:20])[c:15]([CH3:19])[cH:16][cH:17][cH:18]2)[CH2:11][CH2:12]1.[ClH:30].[K+:29].[OH-:28].[OH:1][c:2]1[c:3]([Cl:9])[n:4][n:5][c:6]([Cl:8])[cH:7]1.[S:21]1(=[O:26])(=[O:27])[CH2:22][CH2:23][CH2:24][CH2:25]1>>[OH:1][c:2]1[c:3]([O:20][c:14]2[c:13]([CH:10]3[CH2:11][CH2:12]3)[cH:18][cH:17][cH:16][c:15]2[CH3:19])[n:4][n:5][c:6]([Cl:8])[cH:7]1. As a reaction SMILES: [Cl:1][C:2]1[CH:3]=[C:4]([CH:10]=[CH:11][C:12]=1[S:13](Cl)(=[O:15])=[O:14])[C:5]([O:7][CH2:8][CH3:9])=[O:6].[CH3:17][N:18]1[C:26]2[C:21](=[CH:22][C:23]([CH2:27][NH2:28])=[CH:24][CH:25]=2)[CH:20]=[CH:19]1>>[Cl:1][C:2]1[CH:3]=[C:4]([CH:10]=[CH:11][C:12]=1[S:13](=[O:15])(=[O:14])[NH:28][CH2:27][C:23]1[CH:22]=[C:21]2[C:26](=[CH:25][CH:24]=1)[N:18]([CH3:17])[CH:19]=[CH:20]2)[C:5]([O:7][CH2:8][CH3:9])=[O:6]. Procedure: The titled compound was prepared according to the procedure described in step-1 of Example 1 from ethyl 3-chloro-4-(chlorosulfonyl)benzoate and (1-methyl-1H-indol-5-yl)methanamine. Yields the product ClC=1C=C(C(=O)OCC)C=CC1S(NCC=1C=C2C=CN(C2=CC1)C)(=O)=O (Ethyl 3-chloro-4-(N-((1-methyl-1H-indol-5-yl)methyl)sulfamoyl)benzoate). The reactants are ClC=1C=C(C(=O)OCC)C=CC1S(=O)(=O)Cl (ethyl 3-chloro-4-(chlorosulfonyl)benzoate), CN1C=CC2=CC(=CC=C12)CN ((1-methyl-1H-indol-5-yl)methanamine). Reactants: NC1=CC(=C(C(=O)NCC2CCN(CC2)CCCCCN)C=C1Cl)OC (4-Amino-N-(1-(5-aminopentyl)piperidin-4-ylmethyl)-5-chloro-2-methoxybenzamide), C1(=CC=CC2=CC=CC=C12)C=O (1-naphthaldehyde). The product is NC1=CC(=C(C(=O)NCC2CCN(CC2)CCCCCNCC2=CC=CC3=CC=CC=C23)C=C1Cl)OC (4-amino-5-chloro-2-methoxy-N-((1-(5-(1-naphthylmethylamino)pentyl)piperidin-4-yl)methyl)benzamide). Isolated yield 59.6%. RXN SMILES: [NH2:1][C:2]1[C:23]([Cl:24])=[CH:22][C:5]([C:6]([NH:8][CH2:9][CH:10]2[CH2:15][CH2:14][N:13]([CH2:16][CH2:17][CH2:18][CH2:19][CH2:20][NH2:21])[CH2:12][CH2:11]2)=[O:7])=[C:4]([O:25][CH3:26])[CH:3]=1.[C:27]1([CH:37]=O)[C:36]2[C:31](=[CH:32][CH:33]=[CH:34][CH:35]=2)[CH:30]=[CH:29][CH:28]=1>>[NH2:1][C:2]1[C:23]([Cl:24])=[CH:22][C:5]([C:6]([NH:8][CH2:9][CH:10]2[CH2:11][CH2:12][N:13]([CH2:16][CH2:17][CH2:18][CH2:19][CH2:20][NH:21][CH2:37][C:27]3[C:36]4[C:31](=[CH:32][CH:33]=[CH:34][CH:35]=4)[CH:30]=[CH:29][CH:28]=3)[CH2:14][CH2:15]2)=[O:7])=[C:4]([O:25][CH3:26])[CH:3]=1. Procedure: 4-Amino-N-(1-(5-aminopentyl)piperidin-4-ylmethyl)-5-chloro-2-methoxybenzamide (2.1 g) as starting compound and 1-naphthaldehyde (1.13 g) were reacted and treated in the same manner as in Example 121 to give 1.71 g of 4-amino-5-chloro-2-methoxy-N-((1-(5-(1-naphthylmethylamino)pentyl)piperidin-4-yl)methyl)benzamide. Starting materials: Cc1c(Br)cnc2nc(-c3ccc([N+](=O)[O-])cc3)[nH]c12, CO, Cl, [Fe]. Yields the product Cc1c(Br)cnc2nc(-c3ccc(N)cc3)[nH]c12. As a reaction SMILES: [Br:1][c:2]1[c:3]([CH3:20])[c:4]2[c:5]([n:6][cH:7]1)[n:8][c:9](-[c:11]1[cH:12][cH:13][c:14]([N+:17]([O-:18])=[O:19])[cH:15][cH:16]1)[nH:10]2.[CH3:22][OH:23].[ClH:21].[Fe:24]>>[Br:1][c:2]1[c:3]([CH3:20])[c:4]2[c:5]([n:6][cH:7]1)[n:8][c:9](-[c:11]1[cH:12][cH:13][c:14]([NH2:17])[cH:15][cH:16]1)[nH:10]2.